Dataset: the Open Reaction Database (ORD), a public repository of structured organic reaction records. Task: describe an organic reaction: reactants, conditions, products, and yield Starting materials: N1=C(C=CC2=CC=CC=C12)COC=1C=C(COC2=C3C(C(NC3=C(C=C2)C)=O)(C)C)C=CC1 (4-[3-(2-quinolinylmethoxy)benzyloxy]-3,3,7-trimethyl-2,3-dihydro-1H-indol-2-one), COC=1C=CC(=CC1)P2(=S)SP(=S)(S2)C=3C=CC(=CC3)OC (Lawesson's reagent), C1(=CC=CC=C1)C (toluene). Run in C(Cl)(Cl)Cl (CHCl3). Run at temperature 100 celsius, time 3 hour. Yields the product N1=C(C=CC2=CC=CC=C12)COC=1C=C(COC2=C3C(C(NC3=C(C=C2)C)=S)(C)C)C=CC1 (4-[3-(2-quinolinylmethoxy)benzyloxy]-3,3,7-trimethyl-2,3-dihydro-1H-indol-2-thione), powder. Yield: 55.0%. RXN SMILES: [N:1]1[C:10]2[C:5](=[CH:6][CH:7]=[CH:8][CH:9]=2)[CH:4]=[CH:3][C:2]=1[CH2:11][O:12][C:13]1[CH:14]=[C:15]([CH:31]=[CH:32][CH:33]=1)[CH2:16][O:17][C:18]1[CH:26]=[CH:25][C:24]([CH3:27])=[C:23]2[C:19]=1[C:20]([CH3:30])([CH3:29])[C:21](=O)[NH:22]2.COC1C=CC(P2(SP(C3C=CC(OC)=CC=3)(=S)S2)=[S:43])=CC=1.C1(C)C=CC=CC=1>C(Cl)(Cl)Cl>[N:1]1[C:10]2[C:5](=[CH:6][CH:7]=[CH:8][CH:9]=2)[CH:4]=[CH:3][C:2]=1[CH2:11][O:12][C:13]1[CH:14]=[C:15]([CH:31]=[CH:32][CH:33]=1)[CH2:16][O:17][C:18]1[CH:26]=[CH:25][C:24]([CH3:27])=[C:23]2[C:19]=1[C:20]([CH3:30])([CH3:29])[C:21](=[S:43])[NH:22]2. Procedure: To 1.189 g (2.71 mmol) of the 4-[3-(2-quinolinylmethoxy)benzyloxy]-3,3,7-trimethyl-2,3-dihydro-1H-indol-2-one obtained in Example 13, 1.076 g (2.71 mmol) of the Lawesson's reagent and 10 ml of toluene were added, followed by stirring at a bath temperature of 100° C. for 3 hours. After CHCl3 was added to dissolve the insoluble matter, the resulting solution was subjected to chromatography on a silica gel column. Subsequent to elution with CHCl3, recrystallization was conducted from AcOEt, whereby... Starting materials: N(=N\C(=O)OCC)/C(=O)OCC ((E)-diethyl diazene-1,2-dicarboxylate), C1(=CC=CC=C1)C(C(=O)O)NC1=CC=CC=C1 (2-phenyl-2-(phenylamino)acetic acid), N12C[C@@H](C(CC1)CC2)O ((R)-quinuclidin-3-ol), C1(=CC=CC=C1)P(C1=CC=CC=C1)C1=CC=CC=C1 (triphenylphosphine). Run in C1CCOC1 (THF). Reaction conditions: time 2 hour. The product is C1(=CC=CC=C1)C(C(=O)O[C@@H]1CN2CCC1CC2)NC2=CC=CC=C2 ((S)-quinuclidin-3-yl 2-phenyl-2-(phenylamino)-acetate). Isolated yield 10.5%. Reaction SMILES: [C:1]1([CH:7]([NH:11][C:12]2[CH:17]=[CH:16][CH:15]=[CH:14][CH:13]=2)[C:8]([OH:10])=[O:9])[CH:6]=[CH:5][CH:4]=[CH:3][CH:2]=1.[N:18]12[CH2:25][CH2:24][CH:21]([CH2:22][CH2:23]1)[C@@H:20](O)[CH2:19]2.C1(P(C2C=CC=CC=2)C2C=CC=CC=2)C=CC=CC=1.N(/C(OCC)=O)=N\C(OCC)=O>C1COCC1>[C:1]1([CH:7]([NH:11][C:12]2[CH:17]=[CH:16][CH:15]=[CH:14][CH:13]=2)[C:8]([O:10][C@H:20]2[CH:21]3[CH2:24][CH2:25][N:18]([CH2:23][CH2:22]3)[CH2:19]2)=[O:9])[CH:2]=[CH:3][CH:4]=[CH:5][CH:6]=1. Procedure details: To a solution of 2-phenyl-2-(phenylamino)acetic acid (I1) (500 mg, 2.20 mmol), (R)-quinuclidin-3-ol (280 mg, 2.20 mmol) and triphenylphosphine (577 mg, 2.20 mmol) in dry THF (7 mL) cooled at 0° C., is added (E)-diethyl diazene-1,2-dicarboxylate (0.35 mL, 2.20 mmol) and the reaction is stirred for 2 hours at RT. The solvent is removed under vacuum and the residue is taken up with EtOAc, washed with 5% NaHCO3 and brine, dried over Na2SO4 and evaporated to dryness. The resulting yellow oil is purif... Reactants: O=C1SC(C(N1)=O)=CC=1C=CC(=C(C1)CC(=O)OCC)OC (Ethyl 2-[5-[(2,4-dioxothiazolidin-5-ylidene)methyl]-2-methoxyphenyl]acetate), Cl (hydrochloric acid), ice water. Run in C(C)(=O)O (acetic acid). The product is O=C1SC(C(N1)=O)=CC=1C=CC(=C(C1)CC(=O)O)OC (2-[5-[(2,4-Dioxothiazolidin-5-ylidene)methyl]-2 -methoxyphenyl]-acetic Acid). The yield is 96.1%. As a reaction SMILES: [O:1]=[C:2]1[NH:6][C:5](=[O:7])[C:4](=[CH:8][C:9]2[CH:10]=[CH:11][C:12]([O:21][CH3:22])=[C:13]([CH2:15][C:16]([O:18]CC)=[O:17])[CH:14]=2)[S:3]1.Cl>C(O)(=O)C>[O:1]=[C:2]1[NH:6][C:5](=[O:7])[C:4](=[CH:8][C:9]2[CH:10]=[CH:11][C:12]([O:21][CH3:22])=[C:13]([CH2:15][C:16]([OH:18])=[O:17])[CH:14]=2)[S:3]1. Reported procedure: Ethyl 2-[5-[(2,4-dioxothiazolidin-5-ylidene)methyl]-2-methoxyphenyl]acetate (1.29 g, 4.01 mmol), concentrated hydrochloric acid (20 mL)and acetic acid (20 mL) were mixed and refluxed for 2.5 hours. After allowed to stand for cooling, ice water was added thereto and the precipitated crystals were collected by filtration, washed with water, and then dried to obtain 1.13 g (96%) of title compound as yellow powder. The reactants are S(=O)(=O)(C1=CC=C(C)C=C1)C[N+]#[C-] (Tosylmethyl isocyanide), N1(CCCC1)CCCOC1=CC=C(C=C1)C1(CCOCC1)C=O (4-[4-(3-pyrrolidin-1-ylpropoxy)phenyl]tetrahydro-2H-pyran-4-carbaldehyde), C([O-])([O-])=O.[K+].[K+] (potassium carbonate). Run in CO (methanol). Run at time 1.5 hour. The product is N1(CCCC1)CCCOC1=CC=C(C=C1)C1(CCOCC1)C1=CN=CO1 (5-{4-[4-(3-pyrrolidin-1-ylpropoxy)phenyl]tetrahydro-2H-pyran-4-yl}-1,3-oxazole). The yield is 2.1%. Reaction SMILES: S([CH2:11][N+:12]#[C-:13])(C1C=CC(C)=CC=1)(=O)=O.[N:14]1([CH2:19][CH2:20][CH2:21][O:22][C:23]2[CH:28]=[CH:27][C:26]([C:29]3([CH:35]=[O:36])[CH2:34][CH2:33][O:32][CH2:31][CH2:30]3)=[CH:25][CH:24]=2)[CH2:18][CH2:17][CH2:16][CH2:15]1.C(=O)([O-])[O-].[K+].[K+]>CO>[N:14]1([CH2:19][CH2:20][CH2:21][O:22][C:23]2[CH:28]=[CH:27][C:26]([C:29]3([C:35]4[O:36][CH:13]=[N:12][CH:11]=4)[CH2:30][CH2:31][O:32][CH2:33][CH2:34]3)=[CH:25][CH:24]=2)[CH2:18][CH2:17][CH2:16][CH2:15]1 |f:2.3.4|. Procedure details: Tosylmethyl isocyanide (370 mg, 1.89 mmol) was added to a solution of 4-[4-(3-pyrrolidin-1-ylpropoxy)phenyl]tetrahydro-2H-pyran-4-carbaldehyde (500 mg, 1.58 mmol) and potassium carbonate (652 mg, 4.73 mmol) in methanol (7 ml). The reaction mixture was heated at reflux for 3 hours. The reaction mixture was partitioned between ethyl acetate (2×75 ml) and water (20 ml). The organic layers were combined, dried over sodium sulphate, filtered and concentrated in vacuo. The crude product was taken up i... Reactants: [N+](=O)([O-])C1=CC=CC=C1 (nitrobenzene), CC1=C(C=CC=C1)[N+](=O)[O-] (o-methyl nitrobenzene), [N+](=O)([O-])C1=CC=CC=C1 (nitrobenzene). The product is [N+]([O-])(=NC1=CC=CC=C1)C1=CC=CC=C1 (azoxybenzene). RXN SMILES: [N+:1]([C:4]1[CH:9]=[CH:8][CH:7]=[CH:6][CH:5]=1)([O-:3])=O.C[C:11]1[CH:16]=[CH:15][CH:14]=[CH:13][C:12]=1[N+:17]([O-])=O>>[N+:1]([C:4]1[CH:9]=[CH:8][CH:7]=[CH:6][CH:5]=1)(=[N:17][C:12]1[CH:13]=[CH:14][CH:15]=[CH:16][CH:11]=1)[O-:3]. Procedure details: The reduction reaction was carried out in the same manner as set forth in Example 6 except for using a mixture of 1.0 mmol of nitrobenzene and 1.0 mmol of o-methyl nitrobenzene instead of using nitrobenzene alone, and using 17 mg (the amount required for swelling of the reactant, i.e., the mixture, in 100%) of Polymer supported reagent-2, and thereby an azoxybenzene derivative of a symmetrical structure and an azoxybenzene derivative of an asymmetrical structure were obtained as a main product, ... Starting materials: FC1=C(C(=O)NC=2C=C3C(=NC2)N(N=C3OC)CC3=CC=C(C=C3)OC)C(=CC=C1NS(=O)(=O)CCC)F (2,6-Difluoro-N-(3-methoxy-1-(4-methoxybenzyl)-1H-pyrazolo[3,4-b]pyridin-5-yl)-3-(propylsulfonamido)benzamide). The solvent is C(=O)(C(F)(F)F)O (TFA). Product: FC1=C(C(=O)NC=2C=C3C(=NC2)NN=C3OC)C(=CC=C1NS(=O)(=O)CCC)F (2,6-difluoro-N-(3-methoxy-1H-pyrazolo[3,4-b]pyridin-5-yl)-3-(propylsulfonamido)benzamide). Yield: 89.8%. As a reaction SMILES: [F:1][C:2]1[C:30]([NH:31][S:32]([CH2:35][CH2:36][CH3:37])(=[O:34])=[O:33])=[CH:29][CH:28]=[C:27]([F:38])[C:3]=1[C:4]([NH:6][C:7]1[CH:8]=[C:9]2[C:15]([O:16][CH3:17])=[N:14][N:13](CC3C=CC(OC)=CC=3)[C:10]2=[N:11][CH:12]=1)=[O:5]>C(O)(C(F)(F)F)=O>[F:1][C:2]1[C:30]([NH:31][S:32]([CH2:35][CH2:36][CH3:37])(=[O:34])=[O:33])=[CH:29][CH:28]=[C:27]([F:38])[C:3]=1[C:4]([NH:6][C:7]1[CH:8]=[C:9]2[C:15]([O:16][CH3:17])=[N:14][NH:13][C:10]2=[N:11][CH:12]=1)=[O:5]. Procedure: 2,6-Difluoro-N-(3-methoxy-1-(4-methoxybenzyl)-1H-pyrazolo[3,4-b]pyridin-5-yl)-3-(propylsulfonamido)benzamide (0.0030 g, 0.0055 mmol) was taken up in TFA (2 mL) and heated to reflux for 8 hours. The reaction mixture was concentrated and purified by column chromatography (1:1 hexane/EtOAc) to provide 2,6-difluoro-N-(3-methoxy-1H-pyrazolo[3,4-b]pyridin-5-yl)-3-(propylsulfonamido)benzamide (0.0021 g, 90%) as a solid. 1H NMR (400 MHz, (CD3)2CO) δ 8.65-8.66 (m, 2H), 7.65-7.71 (m, 1H), 7.15-7.20 (m, 1H...